Dataset: the Open Reaction Database (ORD), a public repository of structured organic reaction records. Task: describe an organic reaction: reactants, conditions, products, and yield Starting materials: O (Water), C(C)OC(=O)C1=C(N=C(S1)C1=CC=C(C=C1)C(F)(F)F)CN1CCOCC1 (4-morpholin-4-ylmethyl-2-(4-trifluoromethyl-phenyl)-thiazole-5-carboxylic acid ethyl ester), solution, [H-].[Al+3].[Li+].[H-].[H-].[H-] (lithium aluminium hydride). Solvent: O1CCCC1 (tetrahydrofuran), O1CCCC1 (tetrahydrofuran). Conditions: time 1 hour. Yields the product N1(CCOCC1)CC=1N=C(SC1CO)C1=CC=C(C=C1)C(F)(F)F ([4-morpholin-4-ylmethyl-2-(4-trifluoromethyl-phenyl)-thiazol-5-yl]-methanol). The yield is 86.9%. As a reaction SMILES: C([O:3][C:4]([C:6]1[S:10][C:9]([C:11]2[CH:16]=[CH:15][C:14]([C:17]([F:20])([F:19])[F:18])=[CH:13][CH:12]=2)=[N:8][C:7]=1[CH2:21][N:22]1[CH2:27][CH2:26][O:25][CH2:24][CH2:23]1)=O)C.[H-].[Al+3].[Li+].[H-].[H-].[H-].O>O1CCCC1>[N:22]1([CH2:21][C:7]2[N:8]=[C:9]([C:11]3[CH:12]=[CH:13][C:14]([C:17]([F:19])([F:18])[F:20])=[CH:15][CH:16]=3)[S:10][C:6]=2[CH2:4][OH:3])[CH2:27][CH2:26][O:25][CH2:24][CH2:23]1 |f:1.2.3.4.5.6|. Procedure: To a solution of 355 mg of 4-morpholin-4-ylmethyl-2-(4-trifluoromethyl-phenyl)-thiazole-5-carboxylic acid ethyl ester in 1 mL of tetrahydrofuran was added 0.88 mL of a 1M solution of lithium aluminium hydride in tetrahydrofuran. The resulting mixture was stirred at room temperature for 1 h. Water was slowly added and the mixture was extracted with dichloromethane. The organic extracts were dried over magnesium sulfate, filtered, and concentrated under reduced pressure. The crude product was puri...